This data is from the Open Reaction Database (ORD), a public repository of structured organic reaction records. The task is: describe an organic reaction: reactants, conditions, products, and yield Reactants: C(C1=CC=CC=C1)OC1=CC=C(C=C1)O (4-benzyloxyphenol), C([O-])([O-])=O.[K+].[K+] (potassium carbonate), C([C@@H]1CO1)OS(=O)(=O)C1=CC(=CC=C1)[N+](=O)[O-] ((S)-Glycidyl-3-nitrobenzenesulphonate). The solvent is CC(=O)C (acetone). Yields the product C([C@H]1CO1)C1=C(C=CC(=C1)OCC1=CC=CC=C1)O ((S)-Glycidyl-4-benzyloxyphenol). Reaction SMILES: [CH2:1]([O:8][C:9]1[CH:14]=[CH:13][C:12]([OH:15])=[CH:11][CH:10]=1)[C:2]1[CH:7]=[CH:6][CH:5]=[CH:4][CH:3]=1.C(=O)([O-])[O-].[K+].[K+].[CH2:22](OS(C1C=CC=C([N+]([O-])=O)C=1)(=O)=O)[C@H:23]1[O:25][CH2:24]1>CC(C)=O>[CH2:22]([C:11]1[CH:10]=[C:9]([O:8][CH2:1][C:2]2[CH:3]=[CH:4][CH:5]=[CH:6][CH:7]=2)[CH:14]=[CH:13][C:12]=1[OH:15])[C@@H:23]1[O:25][CH2:24]1 |f:1.2.3|. Procedure: A mixture of 4-benzyloxyphenol (2.0 g, 10 mMol) and potassium carbonate (4.14 g, 30 mMol) in acetone (50 ml) was heated under reflux for 15 mins. (S)-Glycidyl-3-nitrobenzenesulphonate (2.23 g, 10 mMol) was added and the reaction mixture was heated under reflux for 18 hours. After cooling, the reaction mixture was filtered and the solvent was evaporated. The residue was partitioned between ethyl acetate and water. The organic fractions were combined, washed with water and brine, dried and evapora... The reactants are CC(=O)C (acetone), B(F)(F)F (boron trifluoride), C(C1CO1)OCCCCC (n-pentyl glycidyl ether), C([O-])(O)=O.[Na+] (sodium bicarbonate). The solvent is C(C)OCC (Diethyl ether). Conditions: temperature 25 celsius. The product is CC1(OCC(O1)COCCCCC)C (2,2-dimethyl-4-pentyloxymethyl-1,3-dioxolane). Yield: 94.0%. As a reaction SMILES: [CH3:1][C:2]([CH3:4])=[O:3].B(F)(F)F.[CH2:9]([O:13][CH2:14][CH2:15][CH2:16][CH2:17][CH3:18])[CH:10]1[O:12][CH2:11]1.C(=O)(O)[O-].[Na+]>C(OCC)C>[CH3:1][C:2]1([CH3:4])[O:12][CH:10]([CH2:9][O:13][CH2:14][CH2:15][CH2:16][CH2:17][CH3:18])[CH2:11][O:3]1 |f:3.4|. Procedure: To a mixture of 406 g of acetone and 10 g of boron trifluoride, 163 g of n-pentyl glycidyl ether obtained in a similar manner to Example 3 was added dropwise over 2 hours while cooling to maintain the temperature at 20 to 30° C. After reaction for 1 hour, the reaction mixture was poured into a large amount of a diluted aqueous solution of sodium bicarbonate for neutralization. Diethyl ether was added and the resulting mixture was stirred. The reaction mixture was allowed to stand to cause separa... Reaction SMILES: [CH3:1][C:2]([CH3:3])([O-:4])[CH3:5].[CH3:40][N:41]([CH3:42])[CH:43]=[O:44].[Cl:7][c:8]1[c:9]([S:15](=[O:16])(=[O:17])[N:18]([CH3:19])[CH2:20][CH2:21][N:22]([C:23](=[O:24])[NH:25][CH2:26][CH2:27][c:28]2[cH:29][cH:30][c:31]([C:34]#[N:35])[cH:32][cH:33]2)[CH2:36][CH2:37][CH2:38][Cl:39])[cH:10][cH:11][cH:12][c:13]1[Cl:14].[K+:6]>>[Cl:7][c:8]1[c:9]([S:15](=[O:16])(=[O:17])[N:18]([CH3:19])[CH2:20][CH2:21][N:22]2[C:23](=[O:24])[N:25]([CH2:26][CH2:27][c:28]3[cH:29][cH:30][c:31]([C:34]#[N:35])[cH:32][cH:33]3)[CH2:38][CH2:37][CH2:36]2)[cH:10][cH:11][cH:12][c:13]1[Cl:14]. The reactants are CC(C)(C)[O-], CN(C)C=O, CN(CCN(CCCCl)C(=O)NCCc1ccc(C#N)cc1)S(=O)(=O)c1cccc(Cl)c1Cl, [K+]. The product is CN(CCN1CCCN(CCc2ccc(C#N)cc2)C1=O)S(=O)(=O)c1cccc(Cl)c1Cl. Reactants: COC1=C(CC=2C=CC(=C(C2)C(O)C2=C(C=NN2C)I)[N+](=O)[O-])C=CC=C1 ([5-(2-methoxybenzyl)-2-nitrophenyl](4-iodo-1-methyl-1H-pyrazol-5-yl)methanol), ClC1=CC=C(CC=2C=CC(=C(C2)C(O)C2=C(C=NN2C)I)[N+](=O)[O-])C=C1 ([5-(4-chlorobenzyl)-2-nitrophenyl](4-iodo-1-methyl-1H-pyrazol-5-yl)methanol). The product is COC1=C(CC2=CC=3C(C4=C(NC3C=C2)C=NN4C)=O)C=CC=C1 (7-(2-METHOXYBENZYL)-1-METHYL-1,4-DIHYDRO-9H-PYRAZOLO[4,3-b]QUINOLIN-9-ONE). RXN SMILES: [CH3:1][O:2][C:3]1[CH:27]=[CH:26][CH:25]=[CH:24][C:4]=1[CH2:5][C:6]1[CH:7]=[CH:8][C:9]([N+:21]([O-])=O)=[C:10]([CH:12]([C:14]2[N:18]([CH3:19])[N:17]=[CH:16][C:15]=2I)[OH:13])[CH:11]=1.ClC1C=CC(CC2C=CC([N+]([O-])=O)=C(C(C3N(C)N=CC=3I)O)C=2)=CC=1>>[CH3:1][O:2][C:3]1[CH:27]=[CH:26][CH:25]=[CH:24][C:4]=1[CH2:5][C:6]1[CH:7]=[CH:8][C:9]2[NH:21][C:15]3[CH:16]=[N:17][N:18]([CH3:19])[C:14]=3[C:12](=[O:13])[C:10]=2[CH:11]=1. Procedure: The title compound was prepared according to the procedure of step 4 in EXAMPLE 13 using [5-(2-methoxybenzyl)-2-nitrophenyl](4-iodo-1-methyl-1H-pyrazol-5-yl)methanol (EXAMPLE 21, step 2), instead of [5-(4-chlorobenzyl)-2-nitrophenyl](4-iodo-1-methyl-1H-pyrazol-5-yl)methanol. The reactants are COC(=O)c1cc(Br)c(Cl)cc1N, Cc1ccccc1, CC(C)OC(=O)Cl, ClCCl, c1ccncc1. Yields the product COC(=O)c1cc(Br)c(Cl)cc1NC(=O)OC(C)C. RXN SMILES: [CH3:1][O:2][C:3]([c:4]1[c:5]([NH2:12])[cH:6][c:7]([Cl:11])[c:8]([Br:10])[cH:9]1)=[O:13].[CH3:30][c:31]1[cH:32][cH:33][cH:34][cH:35][cH:36]1.[CH:20]([CH3:21])([CH3:22])[O:23][C:24](=[O:25])[Cl:26].[Cl:27][CH2:28][Cl:29].[cH:14]1[cH:15][cH:16][n:17][cH:18][cH:19]1>>[CH3:1][O:2][C:3]([c:4]1[c:5]([NH:12][C:24]([O:23][CH:20]([CH3:21])[CH3:22])=[O:25])[cH:6][c:7]([Cl:11])[c:8]([Br:10])[cH:9]1)=[O:13]. Yields the product CC(C)S(=O)(=O)N[C@H]1CC2=CC=C(C=C2C1)CN1N=CC(=C1C(F)(F)F)C(=O)OCC ((S)-Ethyl 1-((2-(1-methylethylsulfonamido)-2,3-dihydro-1H-inden-5-yl)methyl)-5-(trifluoromethyl)-1H-pyrazole-4-carboxylate). Reactants: S(=O)(=O)(Cl)Cl (sulfonyl chloride), N[C@H]1CC2=CC=C(C=C2C1)CN1N=CC(=C1C(F)(F)F)C(=O)OCC ((S)-Ethyl 1-((2-amino-2,3-dihydro-1H-inden-5-yl)methyl)-5-(trifluoromethyl)-1H-pyrazole-4-carboxylate), S(=O)(=O)(Cl)Cl (sulfonyl chloride), C1CCC2=NCCCN2CC1 (DBU), CC(C)S(=O)(=O)Cl (Propane-2-sulfonyl chloride), C1CCC2=NCCCN2CC1 (DBU). Run in C(Cl)Cl (DCM). Run at time 1 hour. Reaction SMILES: [NH2:1][C@@H:2]1[CH2:10][C:9]2[C:4](=[CH:5][CH:6]=[C:7]([CH2:11][N:12]3[C:16]([C:17]([F:20])([F:19])[F:18])=[C:15]([C:21]([O:23][CH2:24][CH3:25])=[O:22])[CH:14]=[N:13]3)[CH:8]=2)[CH2:3]1.C1CCN2C(=NCCC2)CC1.[CH3:37][CH:38]([S:40](Cl)(=[O:42])=[O:41])[CH3:39].S(Cl)(Cl)(=O)=O>C(Cl)Cl>[CH3:37][CH:38]([S:40]([NH:1][C@@H:2]1[CH2:10][C:9]2[C:4](=[CH:5][CH:6]=[C:7]([CH2:11][N:12]3[C:16]([C:17]([F:18])([F:19])[F:20])=[C:15]([C:21]([O:23][CH2:24][CH3:25])=[O:22])[CH:14]=[N:13]3)[CH:8]=2)[CH2:3]1)(=[O:42])=[O:41])[CH3:39]. Reported procedure: (S)-Ethyl 1-((2-amino-2,3-dihydro-1H-inden-5-yl)methyl)-5-(trifluoromethyl)-1H-pyrazole-4-carboxylate (0.102 mmol, 36 mg) was suspended in DCM (2 mL) and DBU (0.306 mmol, 0.046 mL, 46.5 mg) added which caused all solids to go into solution. Propane-2-sulfonyl chloride (0.204 mmol, 0.023 mL, 29.1 mg) was added dropwise and the reaction stirred at room temperature for 1 h. An additional 1 eq of sulfonyl chloride was added and the mixture stirred for a further 3 h before leaving to stand overnight ... The reactants are [H-].[Al+3].[Li+].[H-].[H-].[H-] (lithium aluminum hydride), CC1=C(N=C(O1)C1=CC=CC=C1)COC1=CC=C(C=C1)CCCCC(=O)OCC (ethyl 5-[4-(5-methyl-2-phenyl-4-oxazolylmethoxy)phenyl]valerate), O (water). The solvent is CCOCC (ether), CCOCC (ether). Reaction conditions: time 15 minute. The product is CC1=C(N=C(O1)C1=CC=CC=C1)COC1=CC=C(C=C1)CCCCCO (5-[4-(5-methyl-2-phenyl-4-oxazolylmethoxy)phenyl]-1-pentanol). Isolated yield 94.4%. RXN SMILES: [CH3:1][C:2]1[O:6][C:5]([C:7]2[CH:12]=[CH:11][CH:10]=[CH:9][CH:8]=2)=[N:4][C:3]=1[CH2:13][O:14][C:15]1[CH:20]=[CH:19][C:18]([CH2:21][CH2:22][CH2:23][CH2:24][C:25](OCC)=[O:26])=[CH:17][CH:16]=1.[H-].[Al+3].[Li+].[H-].[H-].[H-].O>CCOCC>[CH3:1][C:2]1[O:6][C:5]([C:7]2[CH:8]=[CH:9][CH:10]=[CH:11][CH:12]=2)=[N:4][C:3]=1[CH2:13][O:14][C:15]1[CH:16]=[CH:17][C:18]([CH2:21][CH2:22][CH2:23][CH2:24][CH2:25][OH:26])=[CH:19][CH:20]=1 |f:1.2.3.4.5.6|. Procedure: A solution of ethyl 5-[4-(5-methyl-2-phenyl-4-oxazolylmethoxy)phenyl]valerate (2.55 g) in ether (20 ml) was added dropwise, under ice-cooling, to a suspension of lithium aluminum hydride (LiAlH4) (0.247 g) in ether (40 ml). The mixture was stirred for 15 minutes under ice-cooling, to which was added water (2 ml). Insoluble solid was filtered off, and the filtrate was concentrated to give 5-[4-(5-methyl-2-phenyl-4-oxazolylmethoxy)phenyl]-1-pentanol (2.15 g, 94%), which was recrystallized from eth...